From a dataset of the Open Reaction Database (ORD), a public repository of structured organic reaction records. describe an organic reaction: reactants, conditions, products, and yield Starting materials: CC(C)(C)OC(=O)N1CCC(=O)CC1, C1COCCOCCOCCOCCO1, C1CCOC1, CCOP(=O)(Cc1cccc(Oc2ncccc2C)c1)OCC, [H-], [Na+], O. The product is Cc1cccnc1Oc1cccc(C=C2CCN(C(=O)OC(C)(C)C)CC2)c1. Reaction SMILES: [C:41]([CH3:42])([CH3:43])([CH3:44])[O:45][C:46](=[O:47])[N:48]1[CH2:49][CH2:50][C:51](=[O:54])[CH2:52][CH2:53]1.[CH2:24]1[O:25][CH2:26][CH2:27][O:28][CH2:29][CH2:30][O:31][CH2:32][CH2:33][O:34][CH2:35][CH2:36][O:37][CH2:38]1.[CH2:55]1[O:56][CH2:57][CH2:58][CH2:59]1.[CH3:1][c:2]1[c:3]([O:8][c:9]2[cH:10][c:11]([CH2:12][P:13](=[O:14])([O:15][CH2:16][CH3:17])[O:18][CH2:19][CH3:20])[cH:21][cH:22][cH:23]2)[n:4][cH:5][cH:6][cH:7]1.[H-:39].[Na+:40].[OH2:60]>>[CH3:1][c:2]1[c:3]([O:8][c:9]2[cH:10][c:11]([CH:12]=[C:51]3[CH2:50][CH2:49][N:48]([C:46]([O:45][C:41]([CH3:42])([CH3:43])[CH3:44])=[O:47])[CH2:53][CH2:52]3)[cH:21][cH:22][cH:23]2)[n:4][cH:5][cH:6][cH:7]1. Reactants: ClC1=C(C(=NC(=N1)C1=CC=CC=C1)NCCNC(C)=O)C (N-{2-[(6-Chloro-5-methyl-2-phenylpyrimidin-4-yl)amino]ethyl}acetamide). Solvent: C(CN)N (ethylenediamine). Product: NCCNC1=C(C(=NC(=N1)C1=CC=CC=C1)NCCNC(C)=O)C (N-[2-({6-[(2-Aminoethyl)amino]-5-methyl-2-phenylpyrimidin-4-yl}amino)ethyl]-acetamide). Isolated yield 169.8%. Reaction SMILES: Cl[C:2]1[N:7]=[C:6]([C:8]2[CH:13]=[CH:12][CH:11]=[CH:10][CH:9]=2)[N:5]=[C:4]([NH:14][CH2:15][CH2:16][NH:17][C:18](=[O:20])[CH3:19])[C:3]=1[CH3:21]>C(N)CN>[NH2:14][CH2:15][CH2:16][NH:17][C:2]1[N:7]=[C:6]([C:8]2[CH:13]=[CH:12][CH:11]=[CH:10][CH:9]=2)[N:5]=[C:4]([NH:14][CH2:15][CH2:16][NH:17][C:18](=[O:20])[CH3:19])[C:3]=1[CH3:21]. Procedure details: N-{2-[(6-Chloro-5-methyl-2-phenylpyrimidin-4-yl)amino]ethyl}acetamide (2.0 g) was dissolved in ethylenediamine (40 ml) and heated with stirring to reflux for 21 hrs. After cooling to ambient temperature the solution was evaporated onto silica gel (50 g). Purification via flash chromatography on silica gel eluting with a mixture of ethyl acetate, methanol and ammonium hydroxide (80:20:5 v/v/v) furnished the title compound (1.83 g). Starting materials: O[C@@H](C(=O)O)CCCCCCCCCCCCCC ((R)-(+)-2-hydroxyhexadecanoic acid), O (water), C(C)(=O)OC(C)=O (acetic anhydride), C(C)(=O)OCC (ethyl acetate). Solvent: N1=CC=CC=C1 (pyridine). Reaction conditions: time 12 hour. Yields the product C(C)(=O)O[C@@H](C(=O)O)CCCCCCCCCCCCCC ((R)-(-)-2-acetoxyhexadecanoic acid). As a reaction SMILES: [OH:1][C@H:2]([CH2:6][CH2:7][CH2:8][CH2:9][CH2:10][CH2:11][CH2:12][CH2:13][CH2:14][CH2:15][CH2:16][CH2:17][CH2:18][CH3:19])[C:3]([OH:5])=[O:4].[C:20](OC(=O)C)(=[O:22])[CH3:21].C(OCC)(=O)C.O>N1C=CC=CC=1>[C:20]([O:1][C@H:2]([CH2:6][CH2:7][CH2:8][CH2:9][CH2:10][CH2:11][CH2:12][CH2:13][CH2:14][CH2:15][CH2:16][CH2:17][CH2:18][CH3:19])[C:3]([OH:5])=[O:4])(=[O:22])[CH3:21]. Reported procedure: To (R)-(+)-2-hydroxyhexadecanoic acid (0.5 g; prepared according to the method described in Agric. Biol. Chem., 54(12), 3337-3338, 1990) dissolved in pyridine (15 ml) was added acetic anhydride (0.23 ml) at 0° C., and the mixture was stirred 12 hours. The reaction mixture was distributed into ethyl acetate and water, and the ethyl acetate layer was dried and concentrated to give (R)-(-)-2-acetoxyhexadecanoic acid (0.52 g). The acetoxy derivative was dissolved in DMF (20 ml), and N-hydroxysuccini...